describe an organic reaction: reactants, conditions, products, and yield From a dataset of the Open Reaction Database (ORD), a public repository of structured organic reaction records. RXN SMILES: [NH2:1][CH:2]([C:5]1[CH:10]=[CH:9][CH:8]=[CH:7][C:6]=1[CH3:11])[C:3]#[N:4].[C:12]([CH2:15][C:16](=O)[CH3:17])(=[O:14])[CH3:13]>CO>[C:12]([C:15]1[C:3]([NH2:4])=[C:2]([C:5]2[CH:10]=[CH:9][CH:8]=[CH:7][C:6]=2[CH3:11])[NH:1][C:16]=1[CH3:17])(=[O:14])[CH3:13]. Procedure details: Starting from 2-amino-2-(o-tolyl)acetonitrile and acetylacetone, the open-chain intermediate compound is obtained, b.p. 120° C./0.2 mm Hg. The title compound is obtained in a 77% overall yield, m.p. 258° C. (from methanol). Reactants: NC(C#N)C1=C(C=CC=C1)C (2-amino-2-(o-tolyl)acetonitrile), C(C)(=O)CC(C)=O (acetylacetone). The solvent is CO (methanol). The product is C(C)(=O)C=1C(=C(NC1C)C1=C(C=CC=C1)C)N (4-Acetyl-3-amino-2-(o-tolyl)-5-methylpyrrole). The reactants are CCCC(=O)CC(=O)OCC, CC(=O)[O-], CCO, [NH4+]. Product: CCCC(N)=CC(=O)OCC. As a reaction SMILES: [C:1]([CH2:2][CH2:3][CH3:4])(=[O:5])[CH2:6][C:7](=[O:8])[O:9][CH2:10][CH3:11].[CH3:13][C:14](=[O:15])[O-:16].[CH3:17][CH2:18][OH:19].[NH4+:12]>>[C:1]([CH2:2][CH2:3][CH3:4])(=[CH:6][C:7](=[O:8])[O:9][CH2:10][CH3:11])[NH2:12].